Dataset: the Open Reaction Database (ORD), a public repository of structured organic reaction records. Task: describe an organic reaction: reactants, conditions, products, and yield Starting materials: CS(C)=O, Fc1cc(-c2nc(NCC3CCOCC3)ccc2Cl)c(Cl)cn1, COC(CNC1CCC(N)CC1)C(F)(F)F, Cc1cccc(C)n1. Yields the product COC(CNC1CCC(Nc2cc(-c3nc(NCC4CCOCC4)ccc3Cl)c(Cl)cn2)CC1)C(F)(F)F. Reaction SMILES: [CH3:48][S:49]([CH3:50])=[O:51].[Cl:1][c:2]1[c:3](-[c:16]2[cH:17][c:18]([F:23])[n:19][cH:20][c:21]2[Cl:22])[n:4][c:5]([NH:8][CH2:9][CH:10]2[CH2:11][CH2:12][O:13][CH2:14][CH2:15]2)[cH:6][cH:7]1.[F:24][C:25]([CH:26]([CH2:27][NH:28][CH:29]1[CH2:30][CH2:31][CH:32]([NH2:35])[CH2:33][CH2:34]1)[O:36][CH3:37])([F:38])[F:39].[n:40]1[c:41]([CH3:42])[cH:43][cH:44][cH:45][c:46]1[CH3:47]>>[Cl:1][c:2]1[c:3](-[c:16]2[cH:17][c:18]([NH:35][CH:32]3[CH2:31][CH2:30][CH:29]([NH:28][CH2:27][CH:26]([C:25]([F:24])([F:38])[F:39])[O:36][CH3:37])[CH2:34][CH2:33]3)[n:19][cH:20][c:21]2[Cl:22])[n:4][c:5]([NH:8][CH2:9][CH:10]2[CH2:11][CH2:12][O:13][CH2:14][CH2:15]2)[cH:6][cH:7]1. Yields the product NC1=C(C=C(C=C1)CS(=O)(=O)N)C (1-(4-Amino-3-methylphenyl)methanesulfonamide). Conditions: time 3 hour. Reported procedure: The sulfonamide 14 (31.7 g, 138 mmol) was dissolved into boiling EtOH (600 ml) containing some AcOH (80 ml). To this solution was added 10% Pd/C (1.4 g) and this mixture was stirred under hydrogen (40 psi) for 3 h. THF (50 ml) was then added and this mixture heated to dissolve the precipitated product. This solution was filtered through celite and concentrated. The resulting solid was triturated with ether:hexane 1:1 (200 ml) to yield 27.28 g (99%) of pure 15. Reactants: CC=1C=C(C=CC1[N+](=O)[O-])CS(=O)(=O)N (1-(3-Methyl-4-nitrophenyl)methanesulfonamide), CCO (EtOH), CC(=O)O (AcOH). As a reaction SMILES: [CH3:1][C:2]1[CH:3]=[C:4]([CH2:11][S:12]([NH2:15])(=[O:14])=[O:13])[CH:5]=[CH:6][C:7]=1[N+:8]([O-])=O.CCO.CC(O)=O>[Pd].C1COCC1>[NH2:8][C:7]1[CH:6]=[CH:5][C:4]([CH2:11][S:12]([NH2:15])(=[O:13])=[O:14])=[CH:3][C:2]=1[CH3:1]. The reagents and catalysts are [Pd] (Pd/C). The solvent is C1CCOC1 (THF). As a reaction SMILES: [Al+3:14].[CH2:1]1[CH2:2][CH2:3][CH:4]([CH2:7][CH2:8][CH2:9][C:10](=[O:11])[Cl:12])[CH2:5][CH2:6]1.[CH3:17][O:18][c:19]1[c:20]([Cl:27])[cH:21][c:22]([O:25][CH3:26])[cH:23][cH:24]1.[Cl-:13].[Cl-:15].[Cl-:16].[Cl:29][C:30]([Cl:31])([Cl:32])[Cl:33].[ClH:28]>>[CH2:1]1[CH2:2][CH2:3][CH:4]([CH2:7][CH2:8][CH2:9][C:10](=[O:11])[c:23]2[c:22]([O:25][CH3:26])[cH:21][c:20]([Cl:27])[c:19]([O:18][CH3:17])[cH:24]2)[CH2:5][CH2:6]1. Yields the product COc1cc(C(=O)CCCC2CCCCC2)c(OC)cc1Cl. Reactants: [Al+3], O=C(Cl)CCCC1CCCCC1, COc1ccc(OC)c(Cl)c1, [Cl-], [Cl-], [Cl-], ClC(Cl)(Cl)Cl, Cl. Reaction conditions: temperature 0 celsius, time 15 minute. The reactants are S1C(=CC=C1)C1=NNC=C1 (3-(2-thienyl)-1H-pyrazole), C(C)(CC)N1N=C(C=C1)C=1SC=CC1 (1-sec-butyl-3-(2-thienyl)-1H-pyrazole), IC(C)CC (2-iodobutane), [H-].[Na+] (Sodium hydride). RXN SMILES: [S:1]1[CH:5]=[CH:4][CH:3]=[C:2]1[C:6]1[CH:10]=[CH:9][NH:8][N:7]=1.[H-].[Na+].I[CH:14]([CH2:16][CH3:17])[CH3:15].C(N1C=CC(C2SC=CC=2)=N1)(CC)C>CN(C)C=O.CC(OC)(C)C.O>[CH:14]([N:7]1[C:6]([C:2]2[S:1][CH:5]=[CH:4][CH:3]=2)=[CH:10][CH:9]=[N:8]1)([CH2:16][CH3:17])[CH3:15] |f:1.2|. Reported procedure: 3-(2-thienyl)-1H-pyrazole (23.2 mmol) was dissolved in 100 mL dry N,N-dimethylformamide and cooled to 0° C. under argon atmosphere. Sodium hydride (28.0 mmol, 60% dispersion in mineral oil) was added in portions at 0° C. The reaction mixture was allowed to warm to room temperature and was stirred at room temperature for 15 min. After cooling to 0° C. again, 2-iodobutane (35.0 mmol) was added dropwise at 0° C. The reaction mixture was stirred at room temperature for 14 h. Water and MTBE were adde... Run in CN(C=O)C (N,N-dimethylformamide), CC(C)(C)OC (MTBE), O (Water). Product: mixture, C(C)(CC)N1N=CC=C1C=1SC=CC1 (1-sec-butyl-5-(2-thienyl)-1H-pyrazole). Isolated yield 13.0%. Reactants: COC=1C=C2CCNC(C2=CC1)=O (6-methoxy-1-oxo-1,2,3,4-tetrahydroisoquinoline), B(Br)(Br)Br (BBr3), C(=O)(O)[O-].[Na+] (NaHCO3), [OH-].[Na+] (NaOH). Run in C(Cl)Cl (CH2Cl2). Conditions: time 12 hour. Yields the product OC=1C=C2CCNC(C2=CC1)=O (6-hydroxy-1-oxo-1,2,3,4-tetrahydroisoquinoline). As a reaction SMILES: C[O:2][C:3]1[CH:4]=[C:5]2[C:10](=[CH:11][CH:12]=1)[C:9](=[O:13])[NH:8][CH2:7][CH2:6]2.B(Br)(Br)Br.[OH-].[Na+].C([O-])(O)=O.[Na+]>C(Cl)Cl>[OH:2][C:3]1[CH:4]=[C:5]2[C:10](=[CH:11][CH:12]=1)[C:9](=[O:13])[NH:8][CH2:7][CH2:6]2 |f:2.3,4.5|. Procedure details: To a solution of 6-methoxy-1-oxo-1,2,3,4-tetrahydroisoquinoline (31.3 g, 177 mmol) in CH2Cl2 (300 mL) at -78° is added BBr3 (33.4 mL, 353 mmol). The reaction mixture is allowed to come to ambient temperature and is stirred for 12 hours. After this time the reaction mixture is cooled to 0° and is subsequently neutralized with 5N NaOH (150 mL) solution and saturated NaHCO3 solution. The resulting precipitate is extracted with hot acetone (4×500 mL) and the combined organics are concentrated in vac... Starting materials: CC(C)(C)OC(=O)NC1CCC(C=CCCc2ccccc2)CC1, ClCCl, O=C(O)C(F)(F)F. Product: NC1CCC(C=CCCc2ccccc2)CC1. Reaction SMILES: [C:1]([O:2][C:3](=[O:4])[NH:7][CH:8]1[CH2:9][CH2:10][CH:11]([CH:14]=[CH:15][CH2:16][CH2:17][c:18]2[cH:19][cH:20][cH:21][cH:22][cH:23]2)[CH2:12][CH2:13]1)([CH3:5])([CH3:6])[CH3:24].[Cl:32][CH2:33][Cl:34].[OH:25][C:26]([C:27]([F:28])([F:29])[F:30])=[O:31]>>[NH2:7][CH:8]1[CH2:9][CH2:10][CH:11]([CH:14]=[CH:15][CH2:16][CH2:17][c:18]2[cH:19][cH:20][cH:21][cH:22][cH:23]2)[CH2:12][CH2:13]1. Reactants: C(C1=CC=CC=C1)N1N=C(C2=CC=CC=C12)C1=CC=C(O1)COC(CCC(=O)O)=O (succinic acid mono-[5-(1-benzyl-1H-indazol-3-yl)-furan-2-ylmethyl]ester), N (NH3). The solvent is C1CCOC1 (THF). Run at time 30 minute. Yields the product [NH4+].C(C1=CC=CC=C1)N1N=C(C2=CC=CC=C12)C1=CC=C(O1)COC(CCC(=O)[O-])=O (succinic acid mono-[5-(1-benzyl-1H-indazol-3-yl)-furan-2-ylmethyl]ester, ammonium salt). Yield: 90.0%. RXN SMILES: [CH2:1]([N:8]1[C:16]2[C:11](=[CH:12][CH:13]=[CH:14][CH:15]=2)[C:10]([C:17]2[O:21][C:20]([CH2:22][O:23][C:24](=[O:30])[CH2:25][CH2:26][C:27]([OH:29])=[O:28])=[CH:19][CH:18]=2)=[N:9]1)[C:2]1[CH:7]=[CH:6][CH:5]=[CH:4][CH:3]=1.N>C1COCC1>[NH4+:8].[CH2:1]([N:8]1[C:16]2[C:11](=[CH:12][CH:13]=[CH:14][CH:15]=2)[C:10]([C:17]2[O:21][C:20]([CH2:22][O:23][C:24](=[O:30])[CH2:25][CH2:26][C:27]([O-:29])=[O:28])=[CH:19][CH:18]=2)=[N:9]1)[C:2]1[CH:7]=[CH:6][CH:5]=[CH:4][CH:3]=1 |f:3.4|. Procedure details: Compound 1 (170 mg, 0.4 mmle) in 10 mL THF was treated with NH3 at 25° C. After 30 mins, the precipitate formed in the reaction was filtered out to give Compound 17 in a yield of 90%. RXN SMILES: C[O:2][C:3](=[O:35])[C@H:4]([O:6][C:7]1[CH:12]=[CH:11][C:10]([CH2:13][NH:14][C:15]([C:17]2[C:18]([O:24][C:25]3[CH:33]=[CH:32][C:28]4[O:29][CH2:30][O:31][C:27]=4[CH:26]=3)=[N:19][CH:20]=[C:21]([F:23])[CH:22]=2)=[O:16])=[C:9]([F:34])[CH:8]=1)[CH3:5].COC(=O)COC1C=CC(CNC(C2C(OC3C=CC4OCOC=4C=3)=NC=CC=2)=O)=C(F)C=1>>[O:29]1[C:28]2[CH:32]=[CH:33][C:25]([O:24][C:18]3[C:17]([C:15]([NH:14][CH2:13][C:10]4[CH:11]=[CH:12][C:7]([O:6][C@H:4]([CH3:5])[C:3]([OH:35])=[O:2])=[CH:8][C:9]=4[F:34])=[O:16])=[CH:22][C:21]([F:23])=[CH:20][N:19]=3)=[CH:26][C:27]=2[O:31][CH2:30]1. Reported procedure: The compound of Formula (5.5.12) was prepared in a manner analogous to that described in Example 1, substituting (R)-2-[4-({[2-(benzo[1,3]dioxol-5-yloxy)-5-fluoro-pyridine- 3-carbonyl]-amino}-methyl)-3-fluoro-phenoxy]-propionic acid methyl ester for the corresponding [4-({[2-(benzo[1,3]dioxol-5-yloxy)-pyridine-3-carbonyl]-amino}-methyl)-3-fluoro-phenoxy]-acetic acid methyl ester material. Yields the product O1COC2=C1C=CC(=C2)OC2=NC=C(C=C2C(=O)NCC2=C(C=C(O[C@@H](C(=O)O)C)C=C2)F)F ((R)-2-[4-({[2-(Benzo[1,3]dioxol-5-yloxy)-5-fluoro-pyridine-3-carbonyl]-amino}-methyl)-3-flouro-phenoxy]-propionic acid). Starting materials: COC([C@@H](C)OC1=CC(=C(C=C1)CNC(=O)C=1C(=NC=C(C1)F)OC1=CC2=C(OCO2)C=C1)F)=O ((R)-2-[4-({[2-(benzo[1,3]dioxol-5-yloxy)-5-fluoro-pyridine- 3-carbonyl]-amino}-methyl)-3-fluoro-phenoxy]-propionic acid methyl ester), COC(COC1=CC(=C(C=C1)CNC(=O)C=1C(=NC=CC1)OC1=CC2=C(OCO2)C=C1)F)=O ([4-({[2-(benzo[1,3]dioxol-5-yloxy)-pyridine-3-carbonyl]-amino}-methyl)-3-fluoro-phenoxy]-acetic acid methyl ester). Reactants: NC1=C(C(=O)O)C=C(C=N1)Br (2-Amino-5-bromonicotinic acid), CCN=C=NCCCN(C)C.Cl (EDC hydrochloride), C=1C=CC2=C(C1)N=NN2O (HOBt), C(C)(C)N(CC)C(C)C (diisopropylethylamine), Cl.CONC (N-methoxy-N-methylamine hydrochloride). Run in CN(C)C=O (DMF). Run at time 8 hour. The product is NC1=C(C(=O)N(C)OC)C=C(C=N1)Br (2-Amino-5-bromo-N-methoxy-N-methyl-nicotinamide). RXN SMILES: [NH2:1][C:2]1[N:10]=[CH:9][C:8]([Br:11])=[CH:7][C:3]=1[C:4](O)=[O:5].CCN=C=NCCCN(C)C.Cl.C1C=CC2N(O)N=NC=2C=1.C(N(C(C)C)CC)(C)C.Cl.[CH3:44][O:45][NH:46][CH3:47]>CN(C=O)C>[NH2:1][C:2]1[N:10]=[CH:9][C:8]([Br:11])=[CH:7][C:3]=1[C:4]([N:46]([O:45][CH3:44])[CH3:47])=[O:5] |f:1.2,5.6|. Procedure: To a solution of 2-Amino-5-bromonicotinic acid (1 g, 4.6 mmol) in DMF (15 ml) is added EDC hydrochloride (1.06 g, 5.53 mmol), HOBt (0.747 g, 5.53 mmol), diisopropylethylamine (2 ml, 11.5 mmol) and N-methoxy-N-methylamine hydrochloride (0.54 g, 5.53 mmol), and the resulting solution is stirred at room temperature overnight. The reaction is concentrated in vacuo, and the residue is dissolved in EtOAc, washed with sat. aq. NaHCO3, dried (MgSO4) and concentrated in vacuo. Purification by flash chrom... Reactants: Cc1ccccc1, CO, O=Cc1c(Cl)ncnc1Cl, N. Yields the product Nc1ncnc(Cl)c1C=O. RXN SMILES: [CH3:14][c:15]1[cH:16][cH:17][cH:18][cH:19][cH:20]1.[CH3:2][OH:3].[Cl:4][c:5]1[n:6][cH:7][n:8][c:9]([Cl:13])[c:10]1[CH:11]=[O:12].[NH3:1]>>[NH2:1][c:9]1[n:8][cH:7][n:6][c:5]([Cl:4])[c:10]1[CH:11]=[O:12].